From a dataset of the Open Reaction Database (ORD), a public repository of structured organic reaction records. describe an organic reaction: reactants, conditions, products, and yield Starting materials: C(CC(C)C)O (isoamyl alcohol), NC1=NC(=NC2=C(C(=C(C=C12)Cl)OC)OC)Cl (4-amino-2,6-dichloro-7,8-dimethoxyquinazoline), O1C(CCC1)C(=O)N1CCNCC1 (1-(2-tetrahydrofuroyl)piperazine). Run in C(C)OCC (ethyl ether). Conditions: time 8 hour. Product: O1C(CCC1)C(=O)N1CCN(CC1)C1=NC2=C(C(=C(C=C2C(=N1)N)Cl)OC)OC (2-[4-(2-Tetrahydrofuroyl)piperazin-1-yl]-4-amino-6-chloro-7,8-dimethoxyquinazoline). As a reaction SMILES: C(O)CC(C)C.[NH2:7][C:8]1[C:17]2[C:12](=[C:13]([O:21][CH3:22])[C:14]([O:19][CH3:20])=[C:15]([Cl:18])[CH:16]=2)[N:11]=[C:10](Cl)[N:9]=1.[O:24]1[CH2:28][CH2:27][CH2:26][CH:25]1[C:29]([N:31]1[CH2:36][CH2:35][NH:34][CH2:33][CH2:32]1)=[O:30]>C(OCC)C>[O:24]1[CH2:28][CH2:27][CH2:26][CH:25]1[C:29]([N:31]1[CH2:32][CH2:33][N:34]([C:10]2[N:9]=[C:8]([NH2:7])[C:17]3[C:12](=[C:13]([O:21][CH3:22])[C:14]([O:19][CH3:20])=[C:15]([Cl:18])[CH:16]=3)[N:11]=2)[CH2:35][CH2:36]1)=[O:30]. Reported procedure: To 35 ml. of isoamyl alcohol were added 1.50 g. (5.47 mmole) of 4-amino-2,6-dichloro-7,8-dimethoxyquinazoline and 1.11 g. (6.02 mmole) of 1-(2-tetrahydrofuroyl)piperazine and the mixture was heated at reflux under a nitrogen atmosphere for 1.5 hours. The mixture was cooled, 20 ml. of ethyl ether was added and the resulting mixture stirred at room temperature overnight. It was then cooled in ice and the precipitated solid collected by filtration. The crude material was recrystallized once from a ... The reactants are CCOCC, [Cl-], O=C(O)CCc1ccc(Cl)cc1, COP(OC)OC. Product: COP(=O)(OC)C(=O)CCc1ccc(Cl)cc1. RXN SMILES: [CH3:21][CH2:22][O:23][CH2:24][CH3:25].[Cl-:8].[Cl:9][c:10]1[cH:11][cH:12][c:13]([CH2:16][CH2:17][C:18](=[O:19])[OH:20])[cH:14][cH:15]1.[P:1]([O:2][CH3:3])([O:4][CH3:5])[O:6][CH3:7]>>[P:1](=[O:2])([O:4][CH3:5])([O:6][CH3:7])[C:18]([CH2:17][CH2:16][c:13]1[cH:12][cH:11][c:10]([Cl:9])[cH:15][cH:14]1)=[O:19]. The reactants are Brc1ccc2c3c([nH]c2c1)CCC3, C1CCC(P(C2CCCCC2)C2CCCCC2)CC1, CC(C)[Si](S[Si](C(C)C)(C(C)C)C(C)C)(C(C)C)C(C)C, O=C(C=Cc1ccccc1)C=Cc1ccccc1, [K], C1CCOC1, [Pd]. Product: CC(C)[Si](Sc1ccc2c3c([nH]c2c1)CCC3)(C(C)C)C(C)C. RXN SMILES: [Br:20][c:21]1[cH:22][cH:23][c:24]2[c:25]3[c:26]([nH:27][c:28]2[cH:29]1)[CH2:30][CH2:31][CH2:32]3.[CH:1]1([P:2]([CH:3]2[CH2:4][CH2:5][CH2:6][CH2:7][CH2:8]2)[CH:9]2[CH2:10][CH2:11][CH2:12][CH2:13][CH2:14]2)[CH2:15][CH2:16][CH2:17][CH2:18][CH2:19]1.[CH:33]([CH3:34])([CH3:35])[Si:36]([CH:37]([CH3:38])[CH3:39])([CH:40]([CH3:41])[CH3:42])[S:43][Si:44]([CH:45]([CH3:46])[CH3:47])([CH:48]([CH3:49])[CH3:50])[CH:51]([CH3:52])[CH3:53].[CH:60](=[CH:61][C:62]([CH:63]=[CH:64][c:65]1[cH:66][cH:67][cH:68][cH:69][cH:70]1)=[O:71])[c:72]1[cH:73][cH:74][cH:75][cH:76][cH:77]1.[K:54].[O:55]1[CH2:56][CH2:57][CH2:58][CH2:59]1.[Pd:78]>>[c:21]1([S:43][Si:36]([CH:33]([CH3:34])[CH3:35])([CH:37]([CH3:38])[CH3:39])[CH:40]([CH3:41])[CH3:42])[cH:22][cH:23][c:24]2[c:25]3[c:26]([nH:27][c:28]2[cH:29]1)[CH2:30][CH2:31][CH2:32]3.